From a dataset of the Open Reaction Database (ORD), a public repository of structured organic reaction records. describe an organic reaction: reactants, conditions, products, and yield Starting materials: OCC(CO)C=1N=C2C=CC=CC2=C2C=CC=CC12 (6-(2-hydroxy-1-hydroxymethylethyl)-phenanthridine), [Se](=O)=O (selenium dioxide). Solvent: C(C)(=O)OCC (ethyl acetate). Product: C(=O)C=1N=C2C=CC=CC2=C2C=CC=CC12 (6-formylphenanthridine). Isolated yield 42.0%. As a reaction SMILES: OC[CH:3]([C:6]1[N:7]=[C:8]2[C:13](=[C:14]3[C:19]=1[CH:18]=[CH:17][CH:16]=[CH:15]3)[CH:12]=[CH:11][CH:10]=[CH:9]2)CO.[Se](=O)=[O:21]>C(OCC)(=O)C>[CH:3]([C:6]1[N:7]=[C:8]2[C:13](=[C:14]3[C:19]=1[CH:18]=[CH:17][CH:16]=[CH:15]3)[CH:12]=[CH:11][CH:10]=[CH:9]2)=[O:21]. Procedure details: In the next step, a mixture of 6-(2-hydroxy-1-hydroxymethyl)-phenanthridine (24) (6 g, 31 mmoles) and finely powdered selenium dioxide (3.8 g, 34 mmoles) is refluxed in ethyl acetate (125 ml) for 10 hours. The deep red solution that form is then filtered while hot through celite, before evaporating to dryness. The resulting solid is digested in warm 1M hydrochloric acid (125 ml), filtered and partially neutralized with sodium bicarbonate. The initial red precipitate is filtered off before comple... Starting materials: S(=O)(=O)(C1=CC=C(C)C=C1)Cl (tosyl chloride), Cl (hydrochloric acid), ice, C([O-])([O-])=O.[Na+].[Na+] (sodium carbonate), Cl.C(C)(C)C=1NC(=CN1)CC(=O)O (2-isopropylimidazol-5-ylacetic acid hydrochloride). The solvent is C(C)(=O)OCC (ethyl acetate), O (water). Conditions: temperature 25 celsius, time 5 hour. The product is C(C)(C)C=1N(C(=CN1)CC(=O)O)S(=O)(=O)C1=CC=C(C)C=C1 (2-isopropyl-1-tosylimidazol-5-ylacetic acid). Reaction SMILES: C(=O)([O-])[O-].[Na+].[Na+].Cl.[CH:8]([C:11]1[NH:12][C:13]([CH2:16][C:17]([OH:19])=[O:18])=[CH:14][N:15]=1)([CH3:10])[CH3:9].[S:20](Cl)([C:23]1[CH:29]=[CH:28][C:26]([CH3:27])=[CH:25][CH:24]=1)(=[O:22])=[O:21].Cl>O.C(OCC)(=O)C>[CH:8]([C:11]1[N:12]([S:20]([C:23]2[CH:29]=[CH:28][C:26]([CH3:27])=[CH:25][CH:24]=2)(=[O:22])=[O:21])[C:13]([CH2:16][C:17]([OH:19])=[O:18])=[CH:14][N:15]=1)([CH3:10])[CH3:9] |f:0.1.2,3.4|. Procedure: To 200 ml of cold thionyl chloride is added 0.1 mole of 3-isopropylimidazol-5-ylmethanol. After stirring for 1 hour at 25° C. the excess thionyl chloride is evaporated under reduced pressure to give crude 5-chloromethyl-2-isopropylimidazole hydrochloride. To an ice cold solution of 5 mmole of 5-chloromethyl-2-isopropylimidazole hydrochloride in 25 ml of dry dimethylformamide is added a cold solution of powdered sodium cyanide (18 mmole) in 30 ml of dimethylformamide. The mixture is stirred overn... The reactants are CC(C)(CC(=O)NC1CCc2ccccc2N(Cc2ccc(-c3ccccc3C(=O)O)cc2)C1=O)NC(=O)OCc1ccccc1, NCc1ccccc1. Product: CC(C)(CC(=O)NC1CCc2ccccc2N(Cc2ccc(-c3ccccc3C(=O)NCc3ccccc3)cc2)C1=O)NC(=O)OCc1ccccc1. Reaction SMILES: [CH3:1][C:2]([CH2:3][C:4](=[O:5])[NH:6][CH:7]1[C:8](=[O:34])[N:9]([CH2:18][c:19]2[cH:20][cH:21][c:22](-[c:25]3[c:26]([C:31](=[O:32])[OH:33])[cH:27][cH:28][cH:29][cH:30]3)[cH:23][cH:24]2)[c:10]2[c:11]([cH:14][cH:15][cH:16][cH:17]2)[CH2:12][CH2:13]1)([CH3:35])[NH:36][C:37](=[O:38])[O:39][CH2:40][c:41]1[cH:42][cH:43][cH:44][cH:45][cH:46]1.[NH2:47][CH2:48][c:49]1[cH:50][cH:51][cH:52][cH:53][cH:54]1>>[CH3:1][C:2]([CH2:3][C:4](=[O:5])[NH:6][CH:7]1[C:8](=[O:34])[N:9]([CH2:18][c:19]2[cH:20][cH:21][c:22](-[c:25]3[c:26]([C:31](=[O:33])[NH:47][CH2:48][c:49]4[cH:50][cH:51][cH:52][cH:53][cH:54]4)[cH:27][cH:28][cH:29][cH:30]3)[cH:23][cH:24]2)[c:10]2[c:11]([cH:14][cH:15][cH:16][cH:17]2)[CH2:12][CH2:13]1)([CH3:35])[NH:36][C:37](=[O:38])[O:39][CH2:40][c:41]1[cH:42][cH:43][cH:44][cH:45][cH:46]1. Reactants: CCOC(C)=O, OCCC1CC(OCc2ccccc2)CO1, CCCCCC, O=C(Cl)C(=O)Cl, ClCCl, CN(C)C=O. Product: ClCCC1CC(OCc2ccccc2)CO1. Reaction SMILES: [C:28]([O:29][CH2:30][CH3:31])(=[O:32])[CH3:33].[CH2:12]([c:13]1[cH:14][cH:15][cH:16][cH:17][cH:18]1)[O:19][CH:20]1[CH2:21][CH:22]([CH2:25][CH2:26][OH:27])[O:23][CH2:24]1.[CH3:34][CH2:35][CH2:36][CH2:37][CH2:38][CH3:39].[Cl:1][C:2]([C:3]([Cl:4])=[O:5])=[O:6].[Cl:40][CH2:41][Cl:42].[O:7]=[CH:8][N:9]([CH3:10])[CH3:11]>>[Cl:1][CH2:26][CH2:25][CH:22]1[CH2:21][CH:20]([O:19][CH2:12][c:13]2[cH:14][cH:15][cH:16][cH:17][cH:18]2)[CH2:24][O:23]1. The reactants are O=C1C(c2ccc(Br)cc2)N(CCN2CCOCC2)C(c2ccccc2)N1c1ccc(C(F)(F)F)cc1, C1CCOC1, CI, CCOC(C)=O, CC(C)[N-]C(C)C, O=CO, [Li+], N, O. Product: CC1(c2ccc(Br)cc2)C(=O)N(c2ccc(C(F)(F)F)cc2)C(c2ccccc2)N1CCN1CCOCC1. Reaction SMILES: [Br:1][c:2]1[cH:3][cH:4][c:5]([CH:8]2[C:9](=[O:37])[N:10]([c:27]3[cH:28][cH:29][c:30]([C:33]([F:34])([F:35])[F:36])[cH:31][cH:32]3)[CH:11]([c:21]3[cH:22][cH:23][cH:24][cH:25][cH:26]3)[N:12]2[CH2:13][CH2:14][N:15]2[CH2:16][CH2:17][O:18][CH2:19][CH2:20]2)[cH:6][cH:7]1.[CH2:53]1[O:54][CH2:55][CH2:56][CH2:57]1.[CH3:46][I:47].[CH3:58][CH2:59][O:60][C:61](=[O:62])[CH3:63].[CH:38]([N-:39][CH:40]([CH3:41])[CH3:42])([CH3:43])[CH3:44].[CH:48]([OH:49])=[O:50].[Li+:45].[NH3:51].[OH2:52]>>[Br:1][c:2]1[cH:3][cH:4][c:5]([C:8]2([CH3:38])[C:9](=[O:37])[N:10]([c:27]3[cH:28][cH:29][c:30]([C:33]([F:34])([F:35])[F:36])[cH:31][cH:32]3)[CH:11]([c:21]3[cH:22][cH:23][cH:24][cH:25][cH:26]3)[N:12]2[CH2:13][CH2:14][N:15]2[CH2:16][CH2:17][O:18][CH2:19][CH2:20]2)[cH:6][cH:7]1. Isolated yield 76.9%. Product: FC=1C=C(C=CC1F)C1(CN(CC1)C(=O)OC(C)(C)C)OC (Tert-butyl 3-(3,4-difluorophenyl)-3-methoxypyrrolidin-1-carboxylate). Solvent: O1CCCC1 (tetrahydrofuran). Reactants: C(C)(C)(C)OC(=O)N1CC(CC1)(O)C1=CC(=C(C=C1)F)F (Tert-butyl-3-(3,4-difluorophenyl)-3-hydroxypyrrolidin-1-carboxylate), [H-].[Na+] (sodium hydride), IC (iodomethane). RXN SMILES: [C:1]([O:5][C:6]([N:8]1[CH2:12][CH2:11][C:10]([C:14]2[CH:19]=[CH:18][C:17]([F:20])=[C:16]([F:21])[CH:15]=2)([OH:13])[CH2:9]1)=[O:7])([CH3:4])([CH3:3])[CH3:2].[H-].[Na+].I[CH3:25]>O1CCCC1>[F:21][C:16]1[CH:15]=[C:14]([C:10]2([O:13][CH3:25])[CH2:11][CH2:12][N:8]([C:6]([O:5][C:1]([CH3:4])([CH3:2])[CH3:3])=[O:7])[CH2:9]2)[CH:19]=[CH:18][C:17]=1[F:20] |f:1.2|. Procedure details: Preparation according to Preparation 2. Tert-butyl-3-(3,4-difluorophenyl)-3-hydroxypyrrolidin-1-carboxylate (3.3 g, 11 mmol) in dry tetrahydrofuran (50 mL), sodium hydride (60% dispersion in mineral oil, 0.66 g, 16.5 mmol), iodomethane (1.37 mL, 22 mmol). Purification by flash column chromatography on silica gel (ethyl acetate/isooctane, 1:9 to 1:1) gave the title compound (2.65 g, 77%). MS m/z (rel. intensity, 70 eV) 257 (17), 240 (14), 171 (13), 127 (15), 57 (bp).